This data is from the Open Reaction Database (ORD), a public repository of structured organic reaction records. The task is: describe an organic reaction: reactants, conditions, products, and yield Reactants: CN(C1=CC=CC=C1)C(=O)C=1C(=NOC1CC1=NC(=CC(=N1)OC)OC)C1=CC=CC=C1 (N-methyl 3-phenyl-5-(4,6-dimethoxy-2-pyrimidinylmethyl)-4-isoxazolecarboxanilide), C(C)(C)(C)OO (t-butylhydroperoxide), C(C)(C)(C)OO (t-butylhydroperoxide). Reagents/catalysts: [CH-]=O.[CH-]=O.[C-]#[O+].[C-]#[O+].[C-]#[O+].[C-]#[O+].[C-]#[O+].[C-]#[O+].[Co].[Co+2] (dicobalt octacarbonyl). Solvent: C(C)#N (acetonitrile). Conditions: time 48 hour. Yields the product CN(C1=CC=CC=C1)C(=O)C=1C(=NOC1C(=O)C1=NC(=CC(=N1)OC)OC)C1=CC=CC=C1 (N-methyl 3-phenyl-5-(4,6-dimethoxy-2-pyrimidinylcarbonyl)-4-isoxazolecarboxanilide). As a reaction SMILES: [CH3:1][N:2]([C:9]([C:11]1[C:12]([C:27]2[CH:32]=[CH:31][CH:30]=[CH:29][CH:28]=2)=[N:13][O:14][C:15]=1[CH2:16][C:17]1[N:22]=[C:21]([O:23][CH3:24])[CH:20]=[C:19]([O:25][CH3:26])[N:18]=1)=[O:10])[C:3]1[CH:8]=[CH:7][CH:6]=[CH:5][CH:4]=1.C([O:37]O)(C)(C)C>C(#N)C.[CH-]=O.[CH-]=O.[C-]#[O+].[C-]#[O+].[C-]#[O+].[C-]#[O+].[C-]#[O+].[C-]#[O+].[Co].[Co+2]>[CH3:1][N:2]([C:9]([C:11]1[C:12]([C:27]2[CH:32]=[CH:31][CH:30]=[CH:29][CH:28]=2)=[N:13][O:14][C:15]=1[C:16]([C:17]1[N:22]=[C:21]([O:23][CH3:24])[CH:20]=[C:19]([O:25][CH3:26])[N:18]=1)=[O:37])=[O:10])[C:3]1[CH:4]=[CH:5][CH:6]=[CH:7][CH:8]=1 |f:3.4.5.6.7.8.9.10.11.12|. Procedure: A solution of 100 mg of N-methyl 3-phenyl-5-(4,6-dimethoxy-2-pyrimidinylmethyl)-4-isoxazolecarboxanilide, 20 mg of dicobalt octacarbonyl, and 1 ml of t-butylhydroperoxide, in 60 ml of acetonitrile is refluxed for 48 hours. An additional 1 ml of t-butylhydroperoxide is added after 12 hrs and 24 hrs. Thin layer chromatography after 48 hrs indicates the presence of starting material and the title compound. The reactants are [Li]CCCC, C1CCOC1, COc1ccc(Cn2cnc(-c3ccccc3)c2)cc1, [Cl-], [NH4+], CN(C)C=O. Product: COc1ccc(Cn2cc(-c3ccccc3)nc2C=O)cc1. As a reaction SMILES: [CH2:21]([Li:22])[CH2:23][CH2:24][CH3:25].[CH2:33]1[O:34][CH2:35][CH2:36][CH2:37]1.[CH3:1][O:2][c:3]1[cH:4][cH:5][c:6]([CH2:7][n:8]2[cH:9][n:10][c:11](-[c:13]3[cH:14][cH:15][cH:16][cH:17][cH:18]3)[cH:12]2)[cH:19][cH:20]1.[Cl-:31].[NH4+:32].[O:26]=[CH:27][N:28]([CH3:29])[CH3:30]>>[CH3:1][O:2][c:3]1[cH:4][cH:5][c:6]([CH2:7][n:8]2[c:9]([CH:27]=[O:26])[n:10][c:11](-[c:13]3[cH:14][cH:15][cH:16][cH:17][cH:18]3)[cH:12]2)[cH:19][cH:20]1. Starting materials: O (water), FC1=CC=C(C=C1)[N+](=O)[O-] (1-fluoro-4-nitrobenzene), C(=O)([O-])[O-].[K+].[K+] (K2CO3), N1CCC(CC1)O (piperidin-4-ol). Solvent: CS(=O)C (dimethyl sulfoxide). Run at temperature 100 celsius, time 8 hour. Yields the product NC1=CC=C(C=C1)N1CCC(CC1)O (1-(4-aminophenyl)piperidin-4-ol). The yield is 96.2%. As a reaction SMILES: F[C:2]1[CH:7]=[CH:6][C:5]([N+:8]([O-])=O)=[CH:4][CH:3]=1.C([O-])([O-])=O.[K+].[K+].[NH:17]1[CH2:22][CH2:21][CH:20]([OH:23])[CH2:19][CH2:18]1.O>CS(C)=O>[NH2:8][C:5]1[CH:6]=[CH:7][C:2]([N:17]2[CH2:22][CH2:21][CH:20]([OH:23])[CH2:19][CH2:18]2)=[CH:3][CH:4]=1 |f:1.2.3|. Reported procedure: To a mixture of 1-fluoro-4-nitrobenzene (2.82 g, 20 mmol) and K2CO3 (6.92 g, 50 mmol) in dimethyl sulfoxide (20 mL) was added piperidin-4-ol (2.22 g, 22 mmol) and the reaction was heated to 100° C. for 4 hours. This solution was poured into 200 ml of water and extracted with ethyl acetate (30 mL×3). The organic phase was combined and washed with saturated brine and dried over anhydrous sodium sulfate. The solid was filtered and the filtrate, 10% Pd/C (100 mg) was added and the mixture was stirre... The reactants are C=CC1CO1 (3,4-epoxy-butene-1), C(CCC)[Li] (n-butyllithium), C(CCC)O (n-butanol). The solvent is CCCCCC (hexane), CCCCCC (hexane), CCCCCC (hexane). Reaction conditions: temperature 0 celsius. Product: C(C=CCCCCC)O (2-octen-1-ol). Isolated yield 49.1%. Reaction SMILES: [CH2:1]([Li])[CH2:2][CH2:3][CH3:4].[CH2:6]([OH:10])[CH2:7][CH2:8][CH3:9].C=CC1OC1>CCCCCC>[CH2:6]([OH:10])[CH:7]=[CH:8][CH2:9][CH2:1][CH2:2][CH2:3][CH3:4]. Procedure: A hexane solution of n-butyllithium (2.1 mmol) was cooled at 0° C. under the argon atmosphere. A hexane solution of n-butanol (75.9 mg; 1.0 mmol) was added dropwise thereto and stirred. To the resulting solution, there was further added dropwise a hexane solution of 3,4-epoxy-butene-1 (70.0 mg; 1 mmol), and after the addition was completed, the resulting mixture was cooled at 0° C. for 1 hour and at room temperature for 30 minutes, followed by the usual work up. Removal of the solvent and distil... Starting materials: ClCCCN1C(CCC1)=O (1-chloro-3-[2-oxopyrrolidin-1-yl]propane), C(C)C1=CC=C(C=C1)N1CCNCC1 (1-(4-ethylphenyl)piperazine), C(=O)([O-])[O-].[Na+].[Na+] (Na2CO3), [Na+].[I-] (NaI). Solvent: CN(C)C=O (DMF). Run at temperature 80 celsius, time 12 hour. Yields the product C(C)C1=CC=C(C=C1)N1CCN(CC1)CCCN1C(CCC1)=O (1-[4-(4-ethylphenyl)piperazin-1-yl]-3-[2-oxopyrrolidin-1-yl]propane). RXN SMILES: Cl[CH2:2][CH2:3][CH2:4][N:5]1[CH2:9][CH2:8][CH2:7][C:6]1=[O:10].[CH2:11]([C:13]1[CH:18]=[CH:17][C:16]([N:19]2[CH2:24][CH2:23][NH:22][CH2:21][CH2:20]2)=[CH:15][CH:14]=1)[CH3:12].C([O-])([O-])=O.[Na+].[Na+].[Na+].[I-]>CN(C=O)C>[CH2:11]([C:13]1[CH:14]=[CH:15][C:16]([N:19]2[CH2:20][CH2:21][N:22]([CH2:2][CH2:3][CH2:4][N:5]3[CH2:9][CH2:8][CH2:7][C:6]3=[O:10])[CH2:23][CH2:24]2)=[CH:17][CH:18]=1)[CH3:12] |f:2.3.4,5.6|. Reported procedure: A mixture of 1-chloro-3-[2-oxopyrrolidin-1-yl]propane (2.0 g, 12.0 mmol), 1-(4-ethylphenyl)piperazine (2.36 g, 12.0 mmol), anhydrous Na2CO3 (0.658 g, 6.2 mmol) and NaI (0.18 g, 1.2 mmol) in dry DMF (10 ml) was stirred at 80° C. for 12 hrs. The reaction mixture was cooled, poured on water (30 ml) and the separated residue was extracted with CHCl3 (2×30 ml). The extracts were dried over Na2So4 and concentrated under reduced pressure to give 1-[4-(4-ethylphenyl)piperazin-1-yl]-3-[2-oxopyrrolidin-1-... Product: C(C1=CC=CC=C1)OC1=CC=CC(=N1)O[C@@H]1C[C@H](N(C1)C(=O)OC(C)(C)C)C(=O)O ((4R)-4-{[6-(Benzyloxy)pyridin-2-yl]oxy}-1-(tert-butoxycarbonyl)-L-proline). Procedure details: A 500 mL 3-neck round bottom flask under nitrogen was charged with Boc-L-4-hydroxyproline (Chem Impex) (2.00 g, 8.65 mmol) and DMSO (80 ml). Attached an addition funnel containing a solution of the product of Step 1 (1.758 g, 8.65 mmol) in DMSO (10 ml). Cooled reaction in an ice bath to +18° C. Added potassium-t-butoxide (2.91 g, 25.9 mmol) slowly keeping the internal temperature<20° C. Stirred 45 minutes at room temperature. Cooled to 15° C. Added contents of addition funnel dropwise. Warmed to... The yield is 100.0%. The reactants are C(C1=CC=CC=C1)OC1=NC(=CC=C1)F (2-(Benzyloxy)-6-fluoropyridine), CC(C)(C)OC(=O)N1CC(C[C@H]1C(=O)O)O (Boc-L-4-hydroxyproline), S([O-])(O)(=O)=O.[K+] (potassium bisulfate), CC(C)([O-])C.[K+] (potassium-t-butoxide). As a reaction SMILES: [CH3:1][C:2]([O:5][C:6]([N:8]1[C@H:12]([C:13]([OH:15])=[O:14])[CH2:11][CH:10]([OH:16])[CH2:9]1)=[O:7])([CH3:4])[CH3:3].[CH2:17]([O:24][C:25]1[CH:30]=[CH:29][CH:28]=[C:27](F)[N:26]=1)[C:18]1[CH:23]=[CH:22][CH:21]=[CH:20][CH:19]=1.CC(C)([O-])C.[K+].S(=O)(=O)(O)[O-].[K+]>CS(C)=O>[CH2:17]([O:24][C:25]1[N:26]=[C:27]([O:16][C@H:10]2[CH2:9][N:8]([C:6]([O:5][C:2]([CH3:1])([CH3:3])[CH3:4])=[O:7])[C@H:12]([C:13]([OH:15])=[O:14])[CH2:11]2)[CH:28]=[CH:29][CH:30]=1)[C:18]1[CH:19]=[CH:20][CH:21]=[CH:22][CH:23]=1 |f:2.3,4.5|. Run in CS(=O)C (DMSO), CS(=O)C (DMSO). Conditions: time 45 minute.